This data is from the Open Reaction Database (ORD), a public repository of structured organic reaction records. The task is: describe an organic reaction: reactants, conditions, products, and yield Starting materials: [BH4-], C1CCOC1, O=Cc1cc2cccc(Cl)c2nc1-c1ccccc1F, [Na+]. The product is OCc1cc2cccc(Cl)c2nc1-c1ccccc1F. Reaction SMILES: [BH4-:1].[CH2:23]1[O:24][CH2:25][CH2:26][CH2:27]1.[Cl:3][c:4]1[cH:5][cH:6][cH:7][c:8]2[cH:9][c:10]([CH:21]=[O:22])[c:11](-[c:14]3[c:15]([F:20])[cH:16][cH:17][cH:18][cH:19]3)[n:12][c:13]12.[Na+:2]>>[Cl:3][c:4]1[cH:5][cH:6][cH:7][c:8]2[cH:9][c:10]([CH2:21][OH:22])[c:11](-[c:14]3[c:15]([F:20])[cH:16][cH:17][cH:18][cH:19]3)[n:12][c:13]12.